Dataset: the Open Reaction Database (ORD), a public repository of structured organic reaction records. Task: describe an organic reaction: reactants, conditions, products, and yield The reactants are ClC1=C(C=NC2=CC(=C(C=C12)OC)OC)C#N (4-chloro-6,7-dimethoxy-3-quinolinecarbonitrile), Cl.N1=CC=CC=C1 (pyridine hydrochloride), ClC1=C(C=CC(=C1)N)C (2-chloro-4-amino-toluene). The solvent is C(C)OCCO (2-ethoxyethanol). The product is ClC=1C=C(C=CC1C)NC1=C(C=NC2=CC(=C(C=C12)OC)OC)C#N (4-(3-Chloro-4-methyl-phenylamino)-6,7-dimethoxy-quinoline-3 carbonitrile). The yield is 99.2%. RXN SMILES: Cl[C:2]1[C:11]2[C:6](=[CH:7][C:8]([O:14][CH3:15])=[C:9]([O:12][CH3:13])[CH:10]=2)[N:5]=[CH:4][C:3]=1[C:16]#[N:17].Cl.N1C=CC=CC=1.[Cl:25][C:26]1[CH:31]=[C:30]([NH2:32])[CH:29]=[CH:28][C:27]=1[CH3:33]>C(OCCO)C>[Cl:25][C:26]1[CH:31]=[C:30]([NH:32][C:2]2[C:11]3[C:6](=[CH:7][C:8]([O:14][CH3:15])=[C:9]([O:12][CH3:13])[CH:10]=3)[N:5]=[CH:4][C:3]=2[C:16]#[N:17])[CH:29]=[CH:28][C:27]=1[CH3:33] |f:1.2|. Reported procedure: Using an analogous procedure to that described in Example 367, 248.7 mg (1 mmol) of 4-chloro-6,7-dimethoxy-3-quinolinecarbonitrile in 10 mL of 2-ethoxyethanol and in the presence of 115.6 mg (1 mmol) of pyridine hydrochloride was reacted with 170.0 mg (1.2 mmol) of 2-chloro-4-amino-toluene to give 350.9 mg (99.4%) of the product as a yellow solid, m.p.>250° C., mass (electrospray, m/e): M+H 353.9,355.8.